This data is from the Open Reaction Database (ORD), a public repository of structured organic reaction records. The task is: describe an organic reaction: reactants, conditions, products, and yield Reactants: FC(C=1C=C(C=O)C=CC1)(F)F (3-trifluoromethylbenzaldehyde), C(C)(=O)CC(C)=O (acetylacetone), N\C(=C/C(=O)OCC)\C (Ethyl 3-aminocrotonate). The reagents and catalysts are N1CCCCC1 (piperidine). The solvent is C1(=CC=CC=C1)C (toluene). Run at time 8 hour. Product: C(C)OC(=O)C1=C(NC(=C(C1C1=CC(=CC=C1)C(F)(F)F)C(C)=O)C)C (5-Acetyl-1,4-Dihydro-2,6-Dimethyl-4-[3-(Trifluoromethyl)Phenyl]-3-Pyridinecarboxylic Acid Ethyl Ester). Yield: 20.6%. Reaction SMILES: [F:1][C:2]([F:12])([F:11])[C:3]1[CH:4]=[C:5]([CH:8]=[CH:9][CH:10]=1)[CH:6]=O.[C:13]([CH2:16][C:17](=[O:19])[CH3:18])(=O)[CH3:14].[NH2:20]/[C:21](/[CH3:28])=[CH:22]\[C:23]([O:25][CH2:26][CH3:27])=[O:24]>N1CCCCC1.C1(C)C=CC=CC=1>[CH2:26]([O:25][C:23]([C:22]1[CH:6]([C:5]2[CH:8]=[CH:9][CH:10]=[C:3]([C:2]([F:12])([F:11])[F:1])[CH:4]=2)[C:16]([C:17](=[O:19])[CH3:18])=[C:13]([CH3:14])[NH:20][C:21]=1[CH3:28])=[O:24])[CH3:27]. Procedure: A mixture of 3-trifluoromethylbenzaldehyde (12 g), acetylacetone (6.9 g), and piperidine (15 drops) was stirred at room temperature overnight. The reaction mixture was dissolved in toluene, and the toluene solution was washed with dilute hydrochloric acid, and dried over magnesium sulfate. Evaporation of toluene afforded a thick oily residue. Ethyl 3-aminocrotonate (7.0 g) was added to the residue, and the resulting mixture was heated on a steam bath overnight. The crude product was purified by ...